This data is from the Open Reaction Database (ORD), a public repository of structured organic reaction records. The task is: describe an organic reaction: reactants, conditions, products, and yield Reactants: O=C1CCC(=O)N1Br, CC(C)(C)OC(=O)n1ccc(CCCC(=O)OCc2ccccc2)n1, C1CCOC1, C[Si](C)(C)[N-][Si](C)(C)C, C[Si](C)(C)Cl, [Na+]. Yields the product CC(C)(C)OC(=O)n1ccc(CCC(Br)C(=O)OCc2ccccc2)n1. RXN SMILES: [Br:41][N:42]1[C:43](=[O:44])[CH2:45][CH2:46][C:47]1=[O:48].[CH2:1]([c:2]1[cH:3][cH:4][cH:5][cH:6][cH:7]1)[O:8][C:9]([CH2:10][CH2:11][CH2:12][c:13]1[n:14][n:15]([C:18](=[O:19])[O:20][C:21]([CH3:22])([CH3:23])[CH3:24])[cH:16][cH:17]1)=[O:25].[CH2:49]1[O:50][CH2:51][CH2:52][CH2:53]1.[CH3:26][Si:27]([N-:28][Si:29]([CH3:30])([CH3:31])[CH3:32])([CH3:33])[CH3:34].[Cl:36][Si:37]([CH3:38])([CH3:39])[CH3:40].[Na+:35]>>[CH2:1]([c:2]1[cH:3][cH:4][cH:5][cH:6][cH:7]1)[O:8][C:9]([CH:10]([CH2:11][CH2:12][c:13]1[n:14][n:15]([C:18](=[O:19])[O:20][C:21]([CH3:22])([CH3:23])[CH3:24])[cH:16][cH:17]1)[Br:41])=[O:25]. Starting materials: NCCCCCC(=O)O, O=C1C=CC(=O)O1, CN(C)C=O, O. The product is O=C(O)C=CC(=O)NCCCCCC(=O)O. RXN SMILES: [NH2:1][CH2:2][CH2:3][CH2:4][CH2:5][CH2:6][C:7](=[O:8])[OH:9].[O:10]=[C:11]1[O:12][C:13](=[O:14])[CH:15]=[CH:16]1.[O:18]=[CH:19][N:20]([CH3:21])[CH3:22].[OH2:17]>>[NH:1]([CH2:2][CH2:3][CH2:4][CH2:5][CH2:6][C:7](=[O:8])[OH:9])[C:13](=[O:14])[CH:15]=[CH:16][C:11](=[O:10])[OH:12].